Dataset: the Open Reaction Database (ORD), a public repository of structured organic reaction records. Task: describe an organic reaction: reactants, conditions, products, and yield The product is FC1=CC=C(OC=CCOC2=CC=CC=C2)C=C1 (4-(4-fluorophenoxy)allyloxybenzene). Reported procedure: A solution of 4-allyloxybromobenzene (42.24 g, 198.3 mmol), 4-fluorophenol (14.82 g, 132.2 mmol), potassium carbonate (27.41 g, 198.3 mmol) and copper (4.20 g, 66.1 mmol) in pyridine (200 mls) was refluxed for 2 days. It was then filtered through Celite and diluted with ethylacetate(500 mls). The organic was then washed with water (3×200 mls), dried with MgSO4 and concentrated. The resulting residue was chromatographed (silica gel, hexanes:ether, 99.75:0.25) to afford 15.85 g (49%) of 4-(4-fluor... Solvent: N1=CC=CC=C1 (pyridine). Reactants: C(C=C)OC1=CC=C(C=C1)Br (4-allyloxybromobenzene), FC1=CC=C(C=C1)O (4-fluorophenol), C([O-])([O-])=O.[K+].[K+] (potassium carbonate). Reaction SMILES: [CH2:1]([O:4][C:5]1[CH:10]=[CH:9][C:8](Br)=[CH:7][CH:6]=1)[CH:2]=[CH2:3].[F:12][C:13]1[CH:18]=[CH:17][C:16]([OH:19])=[CH:15][CH:14]=1.C(=O)([O-])[O-].[K+].[K+]>N1C=CC=CC=1.[Cu]>[F:12][C:13]1[CH:18]=[CH:17][C:16]([O:19][CH:3]=[CH:2][CH2:1][O:4][C:5]2[CH:10]=[CH:9][CH:8]=[CH:7][CH:6]=2)=[CH:15][CH:14]=1 |f:2.3.4|. Yield: 49.1%. Reagents/catalysts: [Cu] (copper). The reactants are C(C)O (ethanol), N1[C@H](C(=O)O)CCC1 (L-proline), 3-benzoylpropionic acid hydroxysuccinimide ester, C([O-])(O)=O.[Na+] (sodium bicarbonate), O (water), CCOCC (ether). The solvent is ClCCl (dichloromethane). Product: C(C1=CC=CC=C1)(=O)CCC(=O)N1[C@H](C(=O)O)CCC1 (1-(3-Benzoylpropionyl)-L-proline). Reaction SMILES: [NH:1]1[CH2:8][CH2:7][CH2:6][C@H:2]1[C:3]([OH:5])=[O:4].[C:9](=[O:12])(O)[O-].[Na+].O.[CH2:15]([OH:17])[CH3:16].CCO[CH2:21][CH3:22]>ClCCl>[C:15]([CH2:21][CH2:22][C:9]([N:1]1[CH2:8][CH2:7][CH2:6][C@H:2]1[C:3]([OH:5])=[O:4])=[O:12])(=[O:17])[C:16]1[CH:8]=[CH:7][CH:6]=[CH:2][CH:3]=1 |f:1.2|. Procedure: To a solution of 25.5 g. of L-proline and 37.3 g. of sodium bicarbonate in 800 ml. of water is added a slurry of 61.0 g. of 3-benzoylpropionic acid hydroxysuccinimide ester (Example 15) in 800 ml. of ethanol. The mixture is concentrated to 1/2 volume, cooled and acidified with concentrated hydrochloric acid. The mixture is extracted with dichloromethane and the extract washed with water, saturated sodium chloride and dried over magnesium sulfate. The solvent is removed under vacuum to give an or...